Dataset: the Open Reaction Database (ORD), a public repository of structured organic reaction records. Task: describe an organic reaction: reactants, conditions, products, and yield RXN SMILES: [CH3:20][c:21]1[cH:22][cH:23][cH:24][cH:25][cH:26]1.[Cl:15][C:16](=[O:17])[O:18][CH3:19].[NH2:1][c:2]1[cH:3][cH:4][c:5]([C:8]2=[N:13][NH:12][C:11](=[O:14])[CH2:10][CH2:9]2)[cH:6][cH:7]1>>[NH:1]([c:2]1[cH:3][cH:4][c:5]([C:8]2=[N:13][NH:12][C:11](=[O:14])[CH2:10][CH2:9]2)[cH:6][cH:7]1)[C:16](=[O:17])[O:18][CH3:19]. Starting materials: Cc1ccccc1, COC(=O)Cl, Nc1ccc(C2=NNC(=O)CC2)cc1. Product: COC(=O)Nc1ccc(C2=NNC(=O)CC2)cc1.